This data is from the Open Reaction Database (ORD), a public repository of structured organic reaction records. The task is: describe an organic reaction: reactants, conditions, products, and yield Starting materials: Example 1 ( b ), CN(S(=O)(=O)CC(=O)OC)CCC1=CC=C(C=C1)C1=CC=CC=C1 (methyl 2-({methyl-[2-(biphen-4-yl)ethyl]amino}sulfonyl)acetate), NO (hydroxylamine). Product: ONC(CS(=O)(=O)N(CCC1=CC=C(C=C1)C1=CC=CC=C1)C)=O (N-Hydroxy 2-({methyl-[2-(biphen-4-yl)ethyl]amino}sulfonyl)acetamide). As a reaction SMILES: [CH3:1][N:2]([CH2:11][CH2:12][C:13]1[CH:18]=[CH:17][C:16]([C:19]2[CH:24]=[CH:23][CH:22]=[CH:21][CH:20]=2)=[CH:15][CH:14]=1)[S:3]([CH2:6][C:7](OC)=[O:8])(=[O:5])=[O:4].[NH2:25][OH:26]>>[OH:26][NH:25][C:7](=[O:8])[CH2:6][S:3]([N:2]([CH3:1])[CH2:11][CH2:12][C:13]1[CH:18]=[CH:17][C:16]([C:19]2[CH:24]=[CH:23][CH:22]=[CH:21][CH:20]=2)=[CH:15][CH:14]=1)(=[O:5])=[O:4]. Procedure details: In a manner similar to Example 1 (b), methyl 2-({methyl-[2-(biphen-4-yl)ethyl]amino}sulfonyl)acetate was reacted with hydroxylamine to give the title compound as a colourless solid. The product is COC(=O)C1CC(S(=O)(=O)c2ccccc2C(F)(F)F)CN1c1nc(Cl)ns1. RXN SMILES: [CH2:23]([O:24][C:25]([CH:26]1[CH2:27][CH:28]([S:29]([c:30]2[cH:31][cH:32][cH:33][cH:34][c:35]2[C:36]([F:37])([F:38])[F:39])(=[O:40])=[O:41])[CH2:42][NH:43]1)=[O:44])[CH3:45].[CH3:1][O:2][C:3](=[O:4])[CH:5]1[NH:6][CH2:7][CH:8]([S:10](=[O:11])(=[O:12])[c:13]2[c:14]([C:19]([F:20])([F:21])[F:22])[cH:15][cH:16][cH:17][cH:18]2)[CH2:9]1.[Cl:46][c:47]1[n:48][s:49][c:50]([Cl:52])[n:51]1>>[CH3:1][O:2][C:3](=[O:4])[CH:5]1[N:6]([c:50]2[s:49][n:48][c:47]([Cl:46])[n:51]2)[CH2:7][CH:8]([S:10](=[O:11])(=[O:12])[c:13]2[c:14]([C:19]([F:20])([F:21])[F:22])[cH:15][cH:16][cH:17][cH:18]2)[CH2:9]1. Reactants: CCOC(=O)C1CC(S(=O)(=O)c2ccccc2C(F)(F)F)CN1, COC(=O)C1CC(S(=O)(=O)c2ccccc2C(F)(F)F)CN1, Clc1nsc(Cl)n1.